This data is from the Open Reaction Database (ORD), a public repository of structured organic reaction records. The task is: describe an organic reaction: reactants, conditions, products, and yield RXN SMILES: [C:1]([NH:8][C@H:9]([C:14]([OH:16])=[O:15])[CH2:10][C:11](=O)[NH2:12])([O:3][C:4]([CH3:7])([CH3:6])[CH3:5])=[O:2].C1(N=C=NC2CCCCC2)CCCCC1>N1C=CC=CC=1>[C:11]([CH2:10][CH:9]([NH:8][C:1]([O:3][C:4]([CH3:7])([CH3:6])[CH3:5])=[O:2])[C:14]([OH:16])=[O:15])#[N:12]. Run in N1=CC=CC=C1 (pyridine), N1=CC=CC=C1 (pyridine). Procedure: 20.0 g (86 mmol, 1 equiv.) of Boc-L-asparagine was dissolved in 120 mL of dry pyridine and 20.0 g (97 mmol, 1.3 equiv.) of dicyclohexylcarbodiimide dissolved in 60 mL of dry pyridine was added dropwise over a period of 30 minutes. The reaction was stirred for 3 hours at 23° C. and filtered through a 2 μm nylon filter. The filtrate was concentrated in vacuo on a rotary evaporator and 100 mL of water was added. The pH was adjusted to 10 with 40% NaOH (aq.) and the solution filtered through a 2 μm ... Run at temperature 23 celsius, time 3 hour. The reactants are C(=O)(OC(C)(C)C)N[C@@H](CC(N)=O)C(=O)O (Boc-L-asparagine), C1(CCCCC1)N=C=NC1CCCCC1 (dicyclohexylcarbodiimide). Yields the product C(#N)CC(C(=O)O)NC(=O)OC(C)(C)C (3-cyano-2-(1,1-dimethylethoxy) methanamidopropionic acid). Isolated yield 95.0%. Reactants: C1CCOC1, CC(=O)Cl, [KH], O=C1c2cccn2-c2ccccc2SC1c1cccc2ccccc12. The product is CC(=O)OC1=C(c2cccc3ccccc23)Sc2ccccc2-n2cccc21. As a reaction SMILES: [CH2:31]1[O:32][CH2:33][CH2:34][CH2:35]1.[CH3:27][C:28]([Cl:29])=[O:30].[KH:1].[c:2]1([CH:12]2[S:13][c:14]3[c:15]([cH:23][cH:24][cH:25][cH:26]3)-[n:16]3[c:17]([cH:20][cH:21][cH:22]3)[C:18]2=[O:19])[cH:3][cH:4][cH:5][c:6]2[cH:7][cH:8][cH:9][cH:10][c:11]12>>[c:2]1([C:12]2=[C:18]([O:19][C:28]([CH3:27])=[O:30])[c:17]3[n:16]([cH:22][cH:21][cH:20]3)-[c:15]3[c:14]([cH:26][cH:25][cH:24][cH:23]3)[S:13]2)[cH:3][cH:4][cH:5][c:6]2[cH:7][cH:8][cH:9][cH:10][c:11]12. Starting materials: COC(=O)c1sc(C)nc1-c1ccc(OC)cc1, ClC(Cl)(Cl)Cl, O=C1CCC(=O)N1Br. The product is COC(=O)c1sc(CBr)nc1-c1ccc(OC)cc1. Reaction SMILES: [CH3:1][O:2][C:3](=[O:4])[c:5]1[c:6](-[c:11]2[cH:12][cH:13][c:14]([O:17][CH3:18])[cH:15][cH:16]2)[n:7][c:8]([CH3:10])[s:9]1.[Cl:27][C:28]([Cl:29])([Cl:30])[Cl:31].[O:19]=[C:20]1[N:21]([Br:26])[C:22](=[O:23])[CH2:24][CH2:25]1>>[CH3:1][O:2][C:3](=[O:4])[c:5]1[c:6](-[c:11]2[cH:12][cH:13][c:14]([O:17][CH3:18])[cH:15][cH:16]2)[n:7][c:8]([CH2:10][Br:26])[s:9]1. Reactants: C(CCC)[Li] (butyl lithium), ICCCCCI (1,5-diiodopentane), CCCCCC (hexane), ClC1=C(C=NC=C1)CS(=O)(=O)C1=CC=C(C=C1)Cl (4-Chloro-3-(4-chlorophenylsulfonylmethyl)pyridine). The solvent is O (Water), C(OC)COC (dimethoxyethane). Run at temperature -78 celsius, time 20 minute. Product: ClC1=C(C=NC=C1)C1(CCCCC1)S(=O)(=O)C1=CC=C(C=C1)Cl (4-Chloro-3-[1-(4-chlorophenylsulfonyl) cyclohexyl]pyridine). The yield is 18.0%. Reaction SMILES: C([Li])CCC.[CH3:6][CH2:7][CH2:8][CH2:9][CH2:10]C.[Cl:12][C:13]1[CH:18]=[CH:17][N:16]=[CH:15][C:14]=1[CH2:19][S:20]([C:23]1[CH:28]=[CH:27][C:26]([Cl:29])=[CH:25][CH:24]=1)(=[O:22])=[O:21].ICCCCCI>O.C(COC)OC>[Cl:12][C:13]1[CH:18]=[CH:17][N:16]=[CH:15][C:14]=1[C:19]1([S:20]([C:23]2[CH:28]=[CH:27][C:26]([Cl:29])=[CH:25][CH:24]=2)(=[O:21])=[O:22])[CH2:10][CH2:9][CH2:8][CH2:7][CH2:6]1. Reported procedure: At −78° C., butyl lithium (a 1.57M hexane solution; 0.58 ml, 0.913 mmol) was added dropwise to a dimethoxyethane (5 ml) solution of the 4-chloro-3-(4-chlorophenylsulfonylmethyl)pyridine (138 mg, 0.457 mmol) obtained in Example 104. At −78° C., the resulting mixture was stirred for 20 minutes and then 1,5-diiodopentane (0.068 ml, 0.457 mmol) was added thereto. The temperature of the reaction mixture was gradually raised to room temperature, at which stirring was performed for 17 hours. Water was ... The reactants are N(=C=O)CCCCCCCCC(CCCCCCCCCC)C(CCCCCCCCCC)CCCCCCCCN=C=O (11,12-bis(8-isocyanatooctyl)docosane), NC=1NC(=CC(N1)=O)C (2-amino-6-methylpyrimidin-4(1H)-one). Solvent: N1=CC=CC=C1 (Pyridine). Run at time 24 hour. Product: C(CCCCCCCCC)C(CCCCCCCCNC(=O)NC=1NC(=CC(N1)=O)C)C(CCCCCCCCNC(=O)NC=1NC(=CC(N1)=O)C)CCCCCCCCCC (1,1′-(9,10-didecyloctadecane-1,18-diyl)bis(3-(6-methyl-4-oxo-1,4-dihydropyrimidin-2-yl)urea)). Isolated yield 89.7%. RXN SMILES: [N:1]([CH2:4][CH2:5][CH2:6][CH2:7][CH2:8][CH2:9][CH2:10][CH2:11][CH:12]([CH:23]([CH2:34][CH2:35][CH2:36][CH2:37][CH2:38][CH2:39][CH2:40][CH2:41][N:42]=[C:43]=[O:44])[CH2:24][CH2:25][CH2:26][CH2:27][CH2:28][CH2:29][CH2:30][CH2:31][CH2:32][CH3:33])[CH2:13][CH2:14][CH2:15][CH2:16][CH2:17][CH2:18][CH2:19][CH2:20][CH2:21][CH3:22])=[C:2]=[O:3].[NH2:45][C:46]1[NH:47][C:48]([CH3:53])=[CH:49][C:50](=[O:52])[N:51]=1>N1C=CC=CC=1>[CH2:13]([CH:12]([CH:23]([CH2:24][CH2:25][CH2:26][CH2:27][CH2:28][CH2:29][CH2:30][CH2:31][CH2:32][CH3:33])[CH2:34][CH2:35][CH2:36][CH2:37][CH2:38][CH2:39][CH2:40][CH2:41][NH:42][C:43]([NH:45][C:46]1[NH:47][C:48]([CH3:53])=[CH:49][C:50](=[O:52])[N:51]=1)=[O:44])[CH2:11][CH2:10][CH2:9][CH2:8][CH2:7][CH2:6][CH2:5][CH2:4][NH:1][C:2]([NH:45][C:46]1[NH:47][C:48]([CH3:53])=[CH:49][C:50](=[O:52])[N:51]=1)=[O:3])[CH2:14][CH2:15][CH2:16][CH2:17][CH2:18][CH2:19][CH2:20][CH2:21][CH3:22]. Procedure details: In a 250 mL round-bottomed flask fitted with a reflux condenser was added 11,12-bis(8-isocyanatooctyl)docosane (diamer diisocyanate, Cognis Corp.) (11.74 g, 19.03 mmol) and 2-amino-6-methylpyrimidin-4(1H)-one (5 g, 40.0 mmol) in Pyridine (50 mL) to give a white suspension. The mixture was heated to 95 deg/C. under argon and stirred for 24 h. The pyridine was removed and the residue was taken up in chloroform. The hazy solution was filtered and the resulting clear solution was concentrated to abo... Starting materials: COC(=O)c1cccc(Br)c1, CCCC[Sn](CCCC)(CCCC)c1cccnc1C=O, CCOC(C)=O, [Na+], O=C([O-])O, CN(C)C=O, Cl[Pd]Cl, c1ccc(P(c2ccccc2)c2ccccc2)cc1, c1ccc(P(c2ccccc2)c2ccccc2)cc1. Product: COC(=O)c1cccc(-c2cccnc2C=O)c1. As a reaction SMILES: [Br:22][c:23]1[cH:24][c:25]([C:26](=[O:27])[O:28][CH3:29])[cH:30][cH:31][cH:32]1.[CH2:1]([Sn:2]([CH2:3][CH2:4][CH2:5][CH3:14])([c:6]1[c:7]([CH:12]=[O:13])[n:8][cH:9][cH:10][cH:11]1)[CH2:15][CH2:16][CH2:17][CH3:18])[CH2:19][CH2:20][CH3:21].[CH3:43][CH2:44][O:45][C:46]([CH3:47])=[O:48].[Na+:42].[O-:38][C:39]([OH:40])=[O:41].[O:33]=[CH:34][N:35]([CH3:36])[CH3:37].[Pd:49]([Cl:50])[Cl:51].[c:52]1([P:53]([c:54]2[cH:55][cH:56][cH:57][cH:58][cH:59]2)[c:60]2[cH:61][cH:62][cH:63][cH:64][cH:65]2)[cH:66][cH:67][cH:68][cH:69][cH:70]1.[c:71]1([P:72]([c:73]2[cH:74][cH:75][cH:76][cH:77][cH:78]2)[c:79]2[cH:80][cH:81][cH:82][cH:83][cH:84]2)[cH:85][cH:86][cH:87][cH:88][cH:89]1>>[c:6]1(-[c:23]2[cH:24][c:25]([C:26](=[O:27])[O:28][CH3:29])[cH:30][cH:31][cH:32]2)[c:7]([CH:12]=[O:13])[n:8][cH:9][cH:10][cH:11]1. Starting materials: C(C)(C)(C)OC(=O)NC=1C=C2C=C(NC2=CC1)C(=O)O (5-(tert-Butyloxycarbonylamino)indole-2-carboxylic acid), C([O-])(O)=O.[Na+] (sodium bicarbonate), C(C1=CC=CC=C1)Br (benzyl bromide), O (Water). Run in CN(C)C=O (DMF). Run at time 18 hour. The product is C(C)(C)(C)OC(=O)NC=1C=C2C=C(NC2=CC1)C(=O)OCC1=CC=CC=C1 (Benzyl 5-(tert-butyloxycarbonylamino)indole-2-carboxylate). Isolated yield 83.7%. As a reaction SMILES: [C:1]([O:5][C:6]([NH:8][C:9]1[CH:10]=[C:11]2[C:15](=[CH:16][CH:17]=1)[NH:14][C:13]([C:18]([OH:20])=[O:19])=[CH:12]2)=[O:7])([CH3:4])([CH3:3])[CH3:2].C(=O)(O)[O-].[Na+].[CH2:26](Br)[C:27]1[CH:32]=[CH:31][CH:30]=[CH:29][CH:28]=1.O>CN(C=O)C>[C:1]([O:5][C:6]([NH:8][C:9]1[CH:10]=[C:11]2[C:15](=[CH:16][CH:17]=1)[NH:14][C:13]([C:18]([O:20][CH2:26][C:27]1[CH:32]=[CH:31][CH:30]=[CH:29][CH:28]=1)=[O:19])=[CH:12]2)=[O:7])([CH3:4])([CH3:2])[CH3:3] |f:1.2|. Reported procedure: A solution of compound 31 (2.03 g, 7.4 mmol) in DMF (50 mL) was treated with sodium bicarbonate (1.8 g, 21.4 mmol), and benzyl bromide (4 mL, 33.6 mmol). The reaction mixture was stirred for 18 h at room temperature. Water (50 mL) was added and the product was extracted with ethyl acetate (80 mL×3). The solution was dried with sodium sulfate, concentrated in vacuo to give compound 32 (2.27 g, 84% yield) as a white solid. m.p.180°-182° C. 1H NMR (DMSO-d6, ppm): 11.93 (s, 1 H, NH), 7.51-7.02 (m, 9... The reactants are C(C)(=O)OCC (ethyl acetate), NN1C(C2=CC=CC=C2C(=C1C(=O)OC)C1=CC(=C(C(=C1)OC)OC)OC)=O (2-amino-3-methoxycarbonyl-4-(3,4,5-trimethoxyphenyl)-1(2H)-isoquinolinone), N1=CC=CC=C1 (pyridine), C(C)(=O)Cl (acetyl chloride). Run in O (water), O1CCCC1 (tetrahydrofuran), O1CCCC1 (tetrahydrofuran). Product: C(C)(=O)NN1C(C2=CC=CC=C2C(=C1C(=O)OC)C1=CC(=C(C(=C1)OC)OC)OC)=O (2-acetylamino-3-methoxycarbonyl-4-(3,4,5-trimethoxyphenyl)-1(2H)-isoquinolinone). The yield is 52.3%. RXN SMILES: [NH2:1][N:2]1[C:11]([C:12]([O:14][CH3:15])=[O:13])=[C:10]([C:16]2[CH:21]=[C:20]([O:22][CH3:23])[C:19]([O:24][CH3:25])=[C:18]([O:26][CH3:27])[CH:17]=2)[C:9]2[C:4](=[CH:5][CH:6]=[CH:7][CH:8]=2)[C:3]1=[O:28].N1C=CC=CC=1.[C:35](Cl)(=[O:37])[CH3:36].C(OCC)(=O)C>O1CCCC1.O>[C:35]([NH:1][N:2]1[C:11]([C:12]([O:14][CH3:15])=[O:13])=[C:10]([C:16]2[CH:17]=[C:18]([O:26][CH3:27])[C:19]([O:24][CH3:25])=[C:20]([O:22][CH3:23])[CH:21]=2)[C:9]2[C:4](=[CH:5][CH:6]=[CH:7][CH:8]=2)[C:3]1=[O:28])(=[O:37])[CH3:36]. Reported procedure: To a solution of the compound obtained in Example 68 (200 mg) and pyridine (120 mg) in tetrahydrofuran (15 ml) is added dropwise a solution of acetyl chloride (61.3 mg) in tetrahydrofuran (5 ml) under ice-cooling, and the mixture is stirred under ice-cooling for one hour, and further stirred at room temperature overnight. To the reaction mixture are added ethyl acetate and water, and the ethyl acetate layer is separated, washed, dried, and concentrated under reduced pressure. The residue is crys...